This data is from the Open Reaction Database (ORD), a public repository of structured organic reaction records. The task is: describe an organic reaction: reactants, conditions, products, and yield The product is ClC1=C(C(=CC=C1)C)NC1=C(C=CC=C1)CC(=O)O ([o-(3-chloro-o-toluidino)-phenyl]-acetic acid). Starting materials: [Na] (sodium), O.NN (hydrazine hydrate), C[O-].[Na+] (sodium methylate), ClC1=C(C(=CC=C1)C)NC1=C(C=CC=C1)C(C(=O)O)=O ([o-(3-chloro-o-toluidino)-phenyl]-glyoxylic acid). The solvent is C(C)O (ethanol), C(C)O (ethanol). Procedure: To a solution of 35.5 g of sodium salt of [o-(3-chloro-o-toluidino)-phenyl]-glyoxylic acid in 455 ml of abs. ethanol are added at 50° 28.5 g of hydrazine hydrate, and 5 minutes afterwards 66.2 g of sodium methylate. The solution is thereupon heated in an oil bath with a bath temperature of 150°, whereby the ethanol slowly distills off. To the solution are simultaneously added dropwise 455 ml of ethylene glycol monoethyl ether. The internal temperature thereby increases to 130°. After the dropwis... As a reaction SMILES: [Na].[Cl:2][C:3]1[CH:8]=[CH:7][CH:6]=[C:5]([CH3:9])[C:4]=1[NH:10][C:11]1[CH:16]=[CH:15][CH:14]=[CH:13][C:12]=1[C:17](=O)[C:18]([OH:20])=[O:19].O.NN.C[O-].[Na+]>C(O)C>[Cl:2][C:3]1[CH:8]=[CH:7][CH:6]=[C:5]([CH3:9])[C:4]=1[NH:10][C:11]1[CH:16]=[CH:15][CH:14]=[CH:13][C:12]=1[CH2:17][C:18]([OH:20])=[O:19] |f:2.3,4.5,^1:0|. Reactants: OBO, CC(C)(C)c1ccccc1, CC(=O)[O-], CC(=O)[O-], O=C1c2c(Cl)cccc2CC1CC12CC3CC(CC(C3)C1)C2, [Na+], [Na+], O=C([O-])[O-], O, OCCO, [Pd+2]. Yields the product CC(C)(C)c1ccc(-c2cccc3c2C(=O)C(CC24CC5CC(CC(C5)C2)C4)C3)cc1. Reaction SMILES: [BH:23]([OH:24])[OH:25].[C:26]([CH3:27])([CH3:28])([CH3:29])[c:30]1[cH:31][cH:32][cH:33][cH:34][cH:35]1.[C:46]([O-:47])(=[O:48])[CH3:49].[C:51]([O-:52])(=[O:53])[CH3:54].[Cl:1][c:2]1[cH:3][cH:4][cH:5][c:6]2[c:10]1[C:9](=[O:11])[CH:8]([CH2:12][C:13]13[CH2:14][CH:15]4[CH2:16][CH:17]([CH2:18][CH:19]([CH2:20]1)[CH2:21]4)[CH2:22]3)[CH2:7]2.[Na+:36].[Na+:37].[O-:38][C:39](=[O:40])[O-:41].[OH2:55].[OH:42][CH2:43][CH2:44][OH:45].[Pd+2:50]>>[c:2]1(-[c:33]2[cH:32][cH:31][c:30]([C:26]([CH3:27])([CH3:28])[CH3:29])[cH:35][cH:34]2)[cH:3][cH:4][cH:5][c:6]2[c:10]1[C:9](=[O:11])[CH:8]([CH2:12][C:13]13[CH2:14][CH:15]4[CH2:16][CH:17]([CH2:18][CH:19]([CH2:20]1)[CH2:21]4)[CH2:22]3)[CH2:7]2. Reactants: ClC1=C2C3=C(C(NC2=NC=C1)=O)C=CC=C3 (1-Chloro-5H-benzo[c][1,8]naphthyridin-6-one), OCCNS(=O)(=O)C1=CC=C(C=C1)B(O)O (4-(2-hydroxyethylsulfamoyl)phenylboronic acid), COC=1C=CC=C(C1C=2C=CC=CC2P(C3CCCCC3)C4CCCCC4)OC (S-Phos), C(=O)([O-])[O-].[K+].[K+] (K2CO3). Reagents/catalysts: CC(=O)[O-].CC(=O)[O-].[Pd+2] (Pd(OAc)2). Run in O1CCOCC1.O (dioxane H2O), O.CCOC(=O)C (H2O EtOAc). Reaction conditions: temperature 100 celsius, time 8 hour. Yields the product OCCNS(=O)(=O)C1=CC=C(C=C1)C1=C2C3=C(C(NC2=NC=C1)=O)C=CC=C3 (N-(2-Hydroxy-ethyl)-4-(6-oxo-5,6-dihydro-benzo[c][1,8]naphthyridin-1-yl)-benzenesulfonamide). The yield is 3.5%. RXN SMILES: Cl[C:2]1[CH:11]=[CH:10][N:9]=[C:8]2[C:3]=1[C:4]1[CH:16]=[CH:15][CH:14]=[CH:13][C:5]=1[C:6](=[O:12])[NH:7]2.[OH:17][CH2:18][CH2:19][NH:20][S:21]([C:24]1[CH:29]=[CH:28][C:27](B(O)O)=[CH:26][CH:25]=1)(=[O:23])=[O:22].COC1C=CC=C(OC)C=1C1C=CC=CC=1P(C1CCCCC1)C1CCCCC1.C([O-])([O-])=O.[K+].[K+]>O1CCOCC1.O.O.CCOC(C)=O.CC([O-])=O.CC([O-])=O.[Pd+2]>[OH:17][CH2:18][CH2:19][NH:20][S:21]([C:24]1[CH:29]=[CH:28][C:27]([C:2]2[CH:11]=[CH:10][N:9]=[C:8]3[C:3]=2[C:4]2[CH:16]=[CH:15][CH:14]=[CH:13][C:5]=2[C:6](=[O:12])[NH:7]3)=[CH:26][CH:25]=1)(=[O:23])=[O:22] |f:3.4.5,6.7,8.9,10.11.12|. Procedure details: Compound 83 (100 mg, 0.43 mmol), 4-(2-hydroxyethylsulfamoyl)phenylboronic acid (212 mg, 0.87 mmol), Pd(OAc)2 (5 mg, 0.02 mmol), S-Phos (18 mg, 0.04 mmol), and K2CO3 (299 mg, 2.17 mmol) were dissolved in dioxane/H2O (2.2 mL, 10/1, v/v), and stirred overnight at 100° C. The reaction mixture was diluted with H2O/EtOAc, and filtered through an Extrelut column. The column was washed with EtOAc, and the filtrate was concentrated. The crude product was purified via Biotage eluting with a gradient of 0 ...